Dataset: the Open Reaction Database (ORD), a public repository of structured organic reaction records. Task: describe an organic reaction: reactants, conditions, products, and yield Reactants: [Li]CCCC, CCOc1ccc(F)cc1, C1CCOC1, COB(OC)OC, CC(=O)O, [Na+], [Na+], OO, O=S([O-])[O-]. The product is CCOc1ccc(F)c(O)c1. Reaction SMILES: [CH2:11]([Li:12])[CH2:13][CH2:14][CH3:15].[CH2:1]([CH3:2])[O:3][c:4]1[cH:5][cH:6][c:7]([F:10])[cH:8][cH:9]1.[CH2:35]1[O:36][CH2:37][CH2:38][CH2:39]1.[CH3:16][O:17][B:18]([O:19][CH3:20])[O:21][CH3:22].[CH3:31][C:32](=[O:33])[OH:34].[Na+:29].[Na+:30].[OH:23][OH:24].[S:25]([O-:26])([O-:27])=[O:28]>>[CH2:1]([CH3:2])[O:3][c:4]1[cH:5][cH:6][c:7]([F:10])[c:8]([OH:17])[cH:9]1. The reactants are C(C)(C)(C)OC(N[C@H](C(C)C)CC1C(OC(OC1=O)(C)C)=O)=O ((S)-[1-(2,2-Dimethyl-4,6-dioxo-[1,3]dioxan-5-ylmethyl)-2-methyl-propyl]-carbamic acid tert-butyl ester), C1(=CC=CC=C1)C (toluene), crude product. The solvent is CCCCCCC (heptane). Product: C(C)(C)(C)OC(=O)N1[C@@H](CCC1=O)C(C)C ((S)-2-Isopropyl-5-oxo-pyrrolidine-1-carboxylic acid tert-butyl ester). Reaction SMILES: [C:1]([O:5][C:6](=[O:23])[NH:7][C@@H:8]([CH2:12][CH:13]1C(=O)OC(C)(C)[O:15][C:14]1=O)[CH:9]([CH3:11])[CH3:10])([CH3:4])([CH3:3])[CH3:2].C1(C)C=CC=CC=1>CCCCCCC>[C:1]([O:5][C:6]([N:7]1[C:14](=[O:15])[CH2:13][CH2:12][C@H:8]1[CH:9]([CH3:11])[CH3:10])=[O:23])([CH3:4])([CH3:3])[CH3:2]. Procedure details: In a 3 L, one-necked flask (equipped with a magnetic stir bar and a condenser with nitrogen inlet) was charged (S)-[1-(2,2-dimethyl-4,6-dioxo-[1,3]dioxan-5-ylmethyl)-2-methyl-propyl]-carbamic acid, tert-butyl ester prepared in Step B above (147 g, 0.446 mol) and toluene (1.4 L). The reaction mixture was heated to reflux for 4 h then cooled to room temperature and concentrated in vacuo to yield crude product as a residual oil. The crude product was dissolved in heptane (˜200 mL) and loaded onto a... The reactants are CCC1(C=O)CC2CN(C(=O)N(C)C)CC2C1, CC=C(C)C, [O-][Cl+][O-], [Na+], [Na+], C1CCOC1, O, O, O, O=P([O-])(O)O. The product is CCC1(C(=O)O)CC2CN(C(=O)N(C)C)CC2C1. RXN SMILES: [CH2:1]([CH3:2])[C:3]1([CH:16]=[O:17])[CH2:4][CH:5]2[CH:6]([CH2:7][N:8]([C:10](=[O:11])[N:12]([CH3:13])[CH3:14])[CH2:9]2)[CH2:15]1.[CH3:30][C:31](=[CH:32][CH3:33])[CH3:34].[Cl+:26]([O-:27])[O-:28].[Na+:25].[Na+:29].[O:35]1[CH2:36][CH2:37][CH2:38][CH2:39]1.[OH2:18].[OH2:19].[OH2:40].[P:20](=[O:21])([O-:22])([OH:23])[OH:24]>>[CH2:1]([CH3:2])[C:3]1([C:16](=[O:17])[OH:21])[CH2:4][CH:5]2[CH:6]([CH2:7][N:8]([C:10](=[O:11])[N:12]([CH3:13])[CH3:14])[CH2:9]2)[CH2:15]1. The reactants are CCO, OCC1CO1, Nc1ccc2cc(-c3ccccc3C(F)(F)F)[nH]c(=O)c2c1. Yields the product O=c1[nH]c(-c2ccccc2C(F)(F)F)cc2ccc(NCC(O)CO)cc12. As a reaction SMILES: [CH3:28][CH2:29][OH:30].[CH:1]1([CH2:2][OH:3])[CH2:4][O:5]1.[NH2:6][c:7]1[cH:8][cH:9][c:10]2[cH:11][c:12](-[c:18]3[c:19]([C:24]([F:25])([F:26])[F:27])[cH:20][cH:21][cH:22][cH:23]3)[nH:13][c:14](=[O:17])[c:15]2[cH:16]1>>[CH:1]([CH2:2][OH:3])([CH2:4][NH:6][c:7]1[cH:8][cH:9][c:10]2[cH:11][c:12](-[c:18]3[c:19]([C:24]([F:25])([F:26])[F:27])[cH:20][cH:21][cH:22][cH:23]3)[nH:13][c:14](=[O:17])[c:15]2[cH:16]1)[OH:5]. Reactants: CN1CCOCC1 (N-methylmorpholine), C(CCl)Cl (EDC), C=1C=CC2=C(C1)N=NN2O (HOBT), C(C)(C)(C)C1=CC=C(C=C1)N1[C@H](CC[C@@H]1C=1C(=CC2=C(NC(=N2)[C@H]2NCCC2)C1)F)C=1C(=CC2=C(NC(=N2)[C@H]2NCCC2)C1)F (6,6′-[(2R,5R)-1-(4-tert-butylphenyl)pyrrolidine-2,5-diyl]bis{5-fluoro-2-[(2S)-pyrrolidin-2-yl]-1H-benzimidazole}), COC(=O)N[C@H](C(=O)O)C(C)C ((S)-2-(methoxycarbonylamino)-3-methylbutanoic acid), CCOC(=O)C (EtOAc). The solvent is CN(C)C=O (DMF). Reaction conditions: time 18 hour. Yields the product COC(N[C@H](C(=O)N1[C@@H](CCC1)C1=NC2=C(N1)C=C(C(=C2)[C@@H]2N([C@H](CC2)C=2C(=CC1=C(NC(=N1)[C@H]1N(CCC1)C([C@H](C(C)C)NC(=O)OC)=O)C2)F)C2=CC=C(C=C2)C(C)(C)C)F)C(C)C)=O (methyl{(2S)-1-[(2S)-2-{5-[(2R,5R)-1-(4-tert-butylphenyl)-5-{5-fluoro-2-[(2S)-1-{(2S)-2-[(methoxycarbonyl)amino]-3-methylbutanoyl}pyrrolidin-2-yl]-1H-benzimidazol-6-yl}pyrrolidin-2-yl]-6-fluoro-1H-benzimidazol-2-yl}pyrrolidin-1-yl]-3-methyl-1-oxobutan-2-yl}carbamate). The yield is 18.0%. RXN SMILES: [C:1]([C:5]1[CH:10]=[CH:9][C:8]([N:11]2[C@@H:15]([C:16]3[C:17]([F:30])=[CH:18][C:19]4[N:23]=[C:22]([C@@H:24]5[CH2:28][CH2:27][CH2:26][NH:25]5)[NH:21][C:20]=4[CH:29]=3)[CH2:14][CH2:13][C@@H:12]2[C:31]2[C:32]([F:45])=[CH:33][C:34]3[N:38]=[C:37]([C@@H:39]4[CH2:43][CH2:42][CH2:41][NH:40]4)[NH:36][C:35]=3[CH:44]=2)=[CH:7][CH:6]=1)([CH3:4])([CH3:3])[CH3:2].C[N:47]1[CH2:52][CH2:51][O:50]CC1.[CH3:53][O:54][C:55]([NH:57][C@@H:58]([CH:62]([CH3:64])[CH3:63])[C:59](O)=[O:60])=[O:56].C(Cl)CCl.[CH:69]1[CH:70]=CC2N(O)N=NC=2[CH:74]=1.C[CH2:80][O:81][C:82](C)=[O:83]>CN(C=O)C>[CH3:80][O:81][C:82](=[O:83])[NH:47][C@@H:52]([CH:69]([CH3:70])[CH3:74])[C:51]([N:25]1[CH2:26][CH2:27][CH2:28][C@H:24]1[C:22]1[NH:23][C:19]2[CH:18]=[C:17]([F:30])[C:16]([C@H:15]3[CH2:14][CH2:13][C@H:12]([C:31]4[C:32]([F:45])=[CH:33][C:34]5[N:38]=[C:37]([C@@H:39]6[CH2:43][CH2:42][CH2:41][N:40]6[C:59](=[O:60])[C@@H:58]([NH:57][C:55]([O:54][CH3:53])=[O:56])[CH:62]([CH3:64])[CH3:63])[NH:36][C:35]=5[CH:44]=4)[N:11]3[C:8]3[CH:7]=[CH:6][C:5]([C:1]([CH3:4])([CH3:2])[CH3:3])=[CH:10][CH:9]=3)=[CH:29][C:20]=2[N:21]=1)=[O:50]. Procedure: To 6,6′-[(2R,5R)-1-(4-tert-butylphenyl)pyrrolidine-2,5-diyl]bis{5-fluoro-2-[(2S)-pyrrolidin-2-yl]-1H-benzimidazole} was added DMF (1.0 mL) followed by N-methylmorpholine (0.045 mL, 0.41 mmol), (S)-2-(methoxycarbonylamino)-3-methylbutanoic acid (15 mg, 0.09 mmol), EDC (20 mg, 0.1 mmol) and HOBT (16 mg, 0.1 mmol). The solution was stirred at room temperature for 18 hours. The reaction mixture was diluted with EtOAc, washed with H2O and brine, dried (Na2SO4), filtered and concentrated. The product ... Reactants: C1(=CC=CC=C1)P(C1=CC=CC=C1)(C1=CC=CC=C1)=O (Triphenylphosphine oxide), [Al] (aluminum), Cl (hydrochloric acid), C(C(=O)Cl)(=O)Cl (oxalyl chloride). The solvent is C(C)#N (acetonitrile). Conditions: time 10 minute. Product: C1(=CC=CC=C1)P(C1=CC=CC=C1)C1=CC=CC=C1 (triphenylphosphine), C1(=CC=CC=C1)P(C1=CC=CC=C1)(C1=CC=CC=C1)=O (triphenylphosphine oxide). Yield: 94.0%. As a reaction SMILES: [C:1]1([P:7](=[O:20])([C:14]2[CH:19]=[CH:18][CH:17]=[CH:16][CH:15]=2)[C:8]2[CH:13]=[CH:12][CH:11]=[CH:10][CH:9]=2)[CH:6]=[CH:5][CH:4]=[CH:3][CH:2]=1.C(Cl)(=O)C(Cl)=O.[Al].Cl>C(#N)C>[C:14]1([P:7]([C:1]2[CH:2]=[CH:3][CH:4]=[CH:5][CH:6]=2)[C:8]2[CH:13]=[CH:12][CH:11]=[CH:10][CH:9]=2)[CH:15]=[CH:16][CH:17]=[CH:18][CH:19]=1.[C:1]1([P:7](=[O:20])([C:8]2[CH:13]=[CH:12][CH:11]=[CH:10][CH:9]=2)[C:14]2[CH:19]=[CH:18][CH:17]=[CH:16][CH:15]=2)[CH:2]=[CH:3][CH:4]=[CH:5][CH:6]=1. Procedure details: Triphenylphosphine oxide (1.405 g, 5.0 mmol) and acetonitrile (5 mL) were weighted out into a reactor, then oxalyl chloride (0.43 mL, 5.05 mmol) was added thereto under room temperature, and the mixture was stirred for 10 minutes. Then, previously shredded aluminum foil (135 mg, 5.0 mmol) was added to this reaction solution, and subsequently the mixture was stirred for 1 hour under room temperature to cause a reaction. The reaction solution was poured into an iced 5% hydrochloric acid aqueous so... The reactants are CN1CCN(CC1)CCCN (3-(4-methyl-piperazin-1-yl)-propylamine), S(=O)(=O)(O)O.CSC(N)=N (2-methyl-2-thiopseudourea sulfate), C(C)(C)NC1=NC=CC(=N1)C=1C(=NN2C1C=CC=C2)C(C)C (Isopropyl-[4-(2-isopropylpyrazolo[1,5-a]pyridin-3-yl)-pyrimidin-2-yl]-amine). The product is CN1CCN(CC1)CCCNC(=N)N (N-[3-(4-Methyl-piperazin-1-yl)-propyl]-guanidine). Reaction SMILES: [CH3:1][N:2]1[CH2:7][CH2:6][N:5]([CH2:8][CH2:9][CH2:10][NH2:11])[CH2:4][CH2:3]1.S(O)(O)(=O)=O.CS[C:19](=[NH:21])[NH2:20].C(NC1N=C(C2C(C(C)C)=NN3C=CC=CC=23)C=CN=1)(C)C>>[CH3:1][N:2]1[CH2:7][CH2:6][N:5]([CH2:8][CH2:9][CH2:10][NH:11][C:19]([NH2:21])=[NH:20])[CH2:4][CH2:3]1 |f:1.2|. Procedure details: N-[3-(4-Methyl-piperazin-1-yl)-propyl]-guanidine was prepared from 3-(4-methyl-piperazin-1-yl)-propylamine and 2-methyl-2-thiopseudourea sulfate following the method used in Step 3 of the synthesis of Isopropyl-[4-(2-isopropylpyrazolo[1,5-a]pyridin-3-yl)-pyrimidin-2-yl]-amine (Example 66). LC/MS 200.2 m/z (M+H+). The reactants are ester, C(=O)=O.CC(=O)C (dry ice acetone), COC(=O)[C@@H]1C[C@@H](C1)N1C=C(C2=C1N=CN=C2Cl)I (cis-3-(4-chloro-5-iodopyrrolo[2,3-d]pyrimidin-7-yl)-cyclobutanecarboxylic acid methyl ester), C(=O)=O.CC(=O)C (dry ice acetone), CC(C)C[AlH]CC(C)C (DIBAL). Run in C(Cl)Cl (CH2Cl2). Run at temperature 45 celsius, time 50 minute. Yields the product ClC=1C2=C(N=CN1)N(C=C2I)[C@H]2C[C@H](C2)CO (cis-[3-(4-Chloro-5-iodopyrrolo[2,3-d]pyrimidin-7-yl)-cyclobutyl]-methanol). RXN SMILES: C[O:2][C:3]([C@H:5]1[CH2:8][C@@H:7]([N:9]2[C:13]3[N:14]=[CH:15][N:16]=[C:17]([Cl:18])[C:12]=3[C:11]([I:19])=[CH:10]2)[CH2:6]1)=O.C(=O)=O.CC(C)=O.CC(C[AlH]CC(C)C)C>C(Cl)Cl>[Cl:18][C:17]1[C:12]2[C:11]([I:19])=[CH:10][N:9]([C@@H:7]3[CH2:6][C@H:5]([CH2:3][OH:2])[CH2:8]3)[C:13]=2[N:14]=[CH:15][N:16]=1 |f:1.2|. Procedure details: To a solution of cis-3-(4-chloro-5-iodopyrrolo[2,3-d]pyrimidin-7-yl)-cyclobutanecarboxylic acid methyl ester (2.15 g, 5.49 mmol) in CH2Cl2 (85 mL), cooled by dry ice/acetone, was added DIBAL (1M in toluene, 12.4 mL, 12.4 mmol) over 5 min. Note that the ester started precipitating at the low temperature; but upon adding the DIBAL solution, a clear, pale yellow solution formed. After 50 min, the dry ice/acetone bath was replaced with and ice/water bath. The reaction was quenched 2.5 h later by add... The product is CC1=C(OC2=C1C=CC=C2)C2CN(C2)C(/C=C/C=2C=C1CCC(NC1=NC2)=O)=O ((E)-6-(3-(3-(3-Methylbenzofuran-2-yl)azetidin-1-yl)-3-oxoprop-1-enyl)-3,4-dihydro-1,8-naphthyridin-2(1H)-one). Solvent: CN(C)C=O (DMF). The yield is 58.3%. Procedure: To a solution of 3-(3-methylbenzofuran-2-yl)azetidine hydrochloride (19.9 mg, 0.089 mmol) in DMF (2 mL) were added (E)-3-(7-oxo-5,6,7,8-tetrahydro-1,8-naphthyridin-3-yl)acrylic acid hydrochloride (15.8 mg, 0.062 mmol), EDCI.HCl (19.9 mg, 0.104 mmol), HOAt (14.0 mg, 0.103 mmol) and N,N-diisopropylethylamine (58 μL, 0.339 mmol). The reaction was stirred at rt for 21 h, after which the mixture was partitioned between EtOAc and H2O. The layers were separated and the aqueous layer extracted with EtOA... The reactants are Cl.CC1=C(OC2=C1C=CC=C2)C2CNC2 (3-(3-methylbenzofuran-2-yl)azetidine hydrochloride), Cl.O=C1CCC=2C=C(C=NC2N1)/C=C/C(=O)O ((E)-3-(7-oxo-5,6,7,8-tetrahydro-1,8-naphthyridin-3-yl)acrylic acid hydrochloride), CCN=C=NCCCN(C)C.Cl (EDCI.HCl), C1=CC2=C(N=C1)N(N=N2)O (HOAt), C(C)(C)N(C(C)C)CC (N,N-diisopropylethylamine). Conditions: time 21 hour. RXN SMILES: Cl.[CH3:2][C:3]1[C:7]2[CH:8]=[CH:9][CH:10]=[CH:11][C:6]=2[O:5][C:4]=1[CH:12]1[CH2:15][NH:14][CH2:13]1.Cl.[O:17]=[C:18]1[NH:27][C:26]2[N:25]=[CH:24][C:23](/[CH:28]=[CH:29]/[C:30](O)=[O:31])=[CH:22][C:21]=2[CH2:20][CH2:19]1.CCN=C=NCCCN(C)C.Cl.C1C=NC2N(O)N=NC=2C=1.C(N(CC)C(C)C)(C)C>CN(C=O)C>[CH3:2][C:3]1[C:7]2[CH:8]=[CH:9][CH:10]=[CH:11][C:6]=2[O:5][C:4]=1[CH:12]1[CH2:13][N:14]([C:30](=[O:31])/[CH:29]=[CH:28]/[C:23]2[CH:22]=[C:21]3[C:26](=[N:25][CH:24]=2)[NH:27][C:18](=[O:17])[CH2:19][CH2:20]3)[CH2:15]1 |f:0.1,2.3,4.5|. Reactants: COC(CC1OC2=C(NC1)C=C(C=C2)C(=O)OC(C)(C)C)=O (tert-butyl 2-(2-methoxy-2-oxoethyl)-3,4-dihydro-2H-1,4-benzoxazine-6-carboxylate), C1(=CC=CC=C1)C (toluene), C1(=CC=C(C=C1)S(=O)(=O)O)C (p-toluenesulfonic acid). Yields the product COC(CC1OC2=C(N(C1)C1=CC=CC=C1)C=C(C=C2)C(=O)O)=O (2-(2-methoxy-2-oxoethyl)-4-phenyl-3,4-dihydro-2H-1,4-benzoxazine-6-carboxylic acid). Yield: 51.2%. As a reaction SMILES: [CH3:1][O:2][C:3](=[O:22])[CH2:4][CH:5]1[CH2:10][NH:9][C:8]2[CH:11]=[C:12]([C:15]([O:17]C(C)(C)C)=[O:16])[CH:13]=[CH:14][C:7]=2[O:6]1.[C:23]1(C)[CH:28]=[CH:27][CH:26]=[CH:25][CH:24]=1.C1(C)C=CC(S(O)(=O)=O)=CC=1>>[CH3:1][O:2][C:3](=[O:22])[CH2:4][CH:5]1[CH2:10][N:9]([C:23]2[CH:28]=[CH:27][CH:26]=[CH:25][CH:24]=2)[C:8]2[CH:11]=[C:12]([C:15]([OH:17])=[O:16])[CH:13]=[CH:14][C:7]=2[O:6]1. Procedure: To a stirred suspension of tert-butyl 2-(2-methoxy-2-oxoethyl)-3,4-dihydro-2H-1,4-benzoxazine-6-carboxylate (5.3 g, 17.3 mmol) in toluene (50 mL) 1,4-cyclohexandione (2.8 g, 25 mmol) and p-toluenesulfonic acid (1 g) were added. The resulting solution was stirred at reflux for 4 hours, using a condenser equipped with a Dean-Stark apparatus. The reaction mixture was concentrated in vacuo. The remaining oil was purified by flash chromatography on silica gel column eluting with ethyl acetate to give...